Dataset: the Open Reaction Database (ORD), a public repository of structured organic reaction records. Task: describe an organic reaction: reactants, conditions, products, and yield Reactants: COC(=O)CCc1cc(C(C)(C)C)c(O)c(C(C)(C)C)c1, OCCOCCOCCOCCOCCOCCOCCOCCO, COC(=O)Cc1cc(C)c(O)c(C(C)(C)C)c1. Yields the product CC(C)(C)c1cc(CCC(=O)O)cc(C(C)(C)C)c1O, OCCOCCOCCOCCOCCOCCOCCOCCO. Reaction SMILES: [C:43]([CH3:44])([CH3:45])([CH3:46])[c:47]1[cH:48][c:49]([CH2:58][CH2:59][C:60](=[O:61])[O:62][CH3:63])[cH:50][c:51]([C:54]([CH3:55])([CH3:56])[CH3:57])[c:52]1[OH:53].[CH2:1]([CH2:2][O:3][CH2:4][CH2:5][O:6][CH2:7][CH2:8][O:9][CH2:10][CH2:11][O:12][CH2:13][CH2:14][O:15][CH2:16][CH2:17][O:18][CH2:19][CH2:20][O:21][CH2:22][CH2:23][OH:24])[OH:25].[CH3:26][c:27]1[cH:28][c:29]([CH2:30][C:31]([O:32][CH3:33])=[O:34])[cH:35][c:36]([C:37]([CH3:38])([CH3:39])[CH3:40])[c:41]1[OH:42]>>[C:43]([CH3:44])([CH3:45])([CH3:46])[c:47]1[cH:48][c:49]([CH2:58][CH2:59][C:60](=[O:61])[OH:62])[cH:50][c:51]([C:54]([CH3:55])([CH3:56])[CH3:57])[c:52]1[OH:53].[CH2:1]([CH2:2][O:3][CH2:4][CH2:5][O:6][CH2:7][CH2:8][O:9][CH2:10][CH2:11][O:12][CH2:13][CH2:14][O:15][CH2:16][CH2:17][O:18][CH2:19][CH2:20][O:21][CH2:22][CH2:23][OH:24])[OH:25]. The reactants are CCOC(=O)CBr, CCCN, CCOCC. The product is CCCNCC(=O)OCC. RXN SMILES: [Br:5][CH2:6][C:7](=[O:8])[O:9][CH2:10][CH3:11].[CH2:1]([CH2:2][CH3:3])[NH2:4].[CH3:12][CH2:13][O:14][CH2:15][CH3:16]>>[CH2:1]([CH2:2][CH3:3])[NH:4][CH2:6][C:7](=[O:8])[O:9][CH2:10][CH3:11]. Starting materials: FC1(C(C(C2=CC=CC=C12)N1C=NC=C1CO)(C)C)F ([3-(3,3-difluoro-2,2-dimethyl-indan-1-yl)-3H-imidazol-4-yl]-methanol), [H-].[Na+] (NaH), oil, ICC (iodoethane). Solvent: CN(C)C=O (DMF), C(=O)(O)[O-].[Na+] (NaHCO3), C(C)(=O)OCC (ethyl acetate). Reaction conditions: time 2 hour. Yields the product FC1(C(C(C2=CC=CC=C12)N1C=NC=C1COCC)(C)C)F (1-(3,3-difluoro-2,2-dimethyl-indan-1-yl)-5-ethoxymethyl-1H-imidazole). RXN SMILES: [F:1][C:2]1([F:20])[C:10]2[C:5](=[CH:6][CH:7]=[CH:8][CH:9]=2)[CH:4]([N:11]2[C:15]([CH2:16][OH:17])=[CH:14][N:13]=[CH:12]2)[C:3]1([CH3:19])[CH3:18].[H-].[Na+].I[CH2:24][CH3:25]>CN(C=O)C.C([O-])(O)=O.[Na+].C(OCC)(=O)C>[F:20][C:2]1([F:1])[C:10]2[C:5](=[CH:6][CH:7]=[CH:8][CH:9]=2)[CH:4]([N:11]2[C:15]([CH2:16][O:17][CH2:24][CH3:25])=[CH:14][N:13]=[CH:12]2)[C:3]1([CH3:18])[CH3:19] |f:1.2,5.6|. Reported procedure: To a solution of [3-(3,3-difluoro-2,2-dimethyl-indan-1-yl)-3H-imidazol-4-yl]-methanol, (160 mg, 0.575 mmol) in DMF (5 mL) is added a 60% dispersion of NaH in oil (46 mg, 1.15 mmol). The reaction is permitted to stir for 30 minutes at room temperature, at which time iodoethane (0.05 mL, 0.63 mmol) is added. The reaction is permitted to stir for 2 hours at which time it is diluted with saturated aqueous NaHCO3 and ethyl acetate. The layers are separated and the organic layer is dried with Na2SO4, ... Starting materials: NOC(c1ccccc1)(c1ccccc1)c1ccccc1, CCN=C=NCCCN(C)C, ClCCl, COc1ccc(S(=O)(=O)N(Cc2ccncc2)C(C(=O)O)C2CCN(C(=O)OCCc3cccc4c3OCO4)CC2)cc1, CN1CCOCC1, CCOC(C)=O, Cl, On1nnc2cccnc21. Yields the product COc1ccc(S(=O)(=O)N(Cc2ccncc2)C(C(=O)NOC(c2ccccc2)(c2ccccc2)c2ccccc2)C2CCN(C(=O)OCCc3cccc4c3OCO4)CC2)cc1. RXN SMILES: [C:44]([c:45]1[cH:46][cH:47][cH:48][cH:49][cH:50]1)([c:51]1[cH:52][cH:53][cH:54][cH:55][cH:56]1)([c:57]1[cH:58][cH:59][cH:60][cH:61][cH:62]1)[O:63][NH2:64].[CH2:83]([N:84]=[C:85]=[N:86][CH2:87][CH2:88][CH2:89][N:90]([CH3:91])[CH3:92])[CH3:93].[CH2:94]([Cl:95])[Cl:96].[CH3:1][O:2][c:3]1[cH:4][cH:5][c:6]([S:9](=[O:10])(=[O:11])[N:12]([CH:13]([C:14](=[O:15])[OH:16])[CH:17]2[CH2:18][CH2:19][N:20]([C:23](=[O:24])[O:25][CH2:26][CH2:27][c:28]3[c:29]4[c:30]([cH:31][cH:32][cH:33]3)[O:34][CH2:35][O:36]4)[CH2:21][CH2:22]2)[CH2:37][c:38]2[cH:39][cH:40][n:41][cH:42][cH:43]2)[cH:7][cH:8]1.[CH3:65][N:66]1[CH2:67][CH2:68][O:69][CH2:70][CH2:71]1.[CH3:97][CH2:98][O:99][C:100](=[O:101])[CH3:102].[ClH:82].[OH:72][n:73]1[c:74]2[n:75][cH:76][cH:77][cH:78][c:79]2[n:80][n:81]1>>[CH3:1][O:2][c:3]1[cH:4][cH:5][c:6]([S:9](=[O:10])(=[O:11])[N:12]([CH:13]([C:14](=[O:16])[NH:64][O:63][C:44]([c:45]2[cH:46][cH:47][cH:48][cH:49][cH:50]2)([c:51]2[cH:52][cH:53][cH:54][cH:55][cH:56]2)[c:57]2[cH:58][cH:59][cH:60][cH:61][cH:62]2)[CH:17]2[CH2:18][CH2:19][N:20]([C:23](=[O:24])[O:25][CH2:26][CH2:27][c:28]3[c:29]4[c:30]([cH:31][cH:32][cH:33]3)[O:34][CH2:35][O:36]4)[CH2:21][CH2:22]2)[CH2:37][c:38]2[cH:39][cH:40][n:41][cH:42][cH:43]2)[cH:7][cH:8]1. Reactants: CC1(C)COC(c2ccc(Br)cc2)=N1, Cc1ccccc1C=O, [Mg], C1CCOC1. Yields the product Cc1ccccc1C(O)c1ccc(C2=NC(C)(C)CO2)cc1. RXN SMILES: [Br:1][c:2]1[cH:3][cH:4][c:5]([C:8]2=[N:12][C:11]([CH3:13])([CH3:14])[CH2:10][O:9]2)[cH:6][cH:7]1.[CH3:16][c:17]1[cH:18][cH:19][cH:20][cH:21][c:22]1[CH:23]=[O:24].[Mg:15].[O:25]1[CH2:26][CH2:27][CH2:28][CH2:29]1>>[c:2]1([CH:23]([c:22]2[c:17]([CH3:16])[cH:18][cH:19][cH:20][cH:21]2)[OH:24])[cH:3][cH:4][c:5]([C:8]2=[N:12][C:11]([CH3:13])([CH3:14])[CH2:10][O:9]2)[cH:6][cH:7]1. The reactants are COC(=O)C(C)Oc1ccc(NC(=O)COCc2ccccc2)cc1, CO. Product: COC(=O)C(C)Oc1ccc(NC(=O)CO)cc1. As a reaction SMILES: [CH3:1][O:2][C:3]([CH:4]([CH3:5])[O:6][c:7]1[cH:8][cH:9][c:10]([NH:13][C:14]([CH2:15][O:16][CH2:17][c:18]2[cH:19][cH:20][cH:21][cH:22][cH:23]2)=[O:24])[cH:11][cH:12]1)=[O:25].[CH3:26][OH:27]>>[CH3:1][O:2][C:3]([CH:4]([CH3:5])[O:6][c:7]1[cH:8][cH:9][c:10]([NH:13][C:14]([CH2:15][OH:16])=[O:24])[cH:11][cH:12]1)=[O:25]. Starting materials: Clc1cccc(Nc2nccc(-c3ccnc(Cl)c3)n2)c1, [H-], O=C1CCCN1, [Na+]. The product is O=C1CCCN1c1cc(-c2ccnc(Nc3cccc(Cl)c3)n2)ccn1. RXN SMILES: [Cl:1][c:2]1[cH:3][c:4]([NH:8][c:9]2[n:10][cH:11][cH:12][c:13](-[c:15]3[cH:16][c:17]([Cl:21])[n:18][cH:19][cH:20]3)[n:14]2)[cH:5][cH:6][cH:7]1.[H-:22].[NH:24]1[C:25](=[O:29])[CH2:26][CH2:27][CH2:28]1.[Na+:23]>>[Cl:1][c:2]1[cH:3][c:4]([NH:8][c:9]2[n:10][cH:11][cH:12][c:13](-[c:15]3[cH:16][c:17]([N:24]4[C:25](=[O:29])[CH2:26][CH2:27][CH2:28]4)[n:18][cH:19][cH:20]3)[n:14]2)[cH:5][cH:6][cH:7]1.